This data is from the Open Reaction Database (ORD), a public repository of structured organic reaction records. The task is: describe an organic reaction: reactants, conditions, products, and yield Starting materials: CC1=CN=CC(=N1)C1=CC2=C(C=N1)C=NN2C2=CC=CC(=N2)N2C[C@H](CCC2=O)NC(OC(C)(C)C)=O (tert-butyl N-[(3S)-1-[6-[6-(6-methylpyrazin-2-yl)pyrazolo[4,3-c]pyridin-1-yl]-2-pyridyl]-6-oxo-3-piperidyl]carbamate), O1CCOCC1 (1,4-dioxane), O1CCOCC1 (1,4-dioxane). The solvent is Cl (hydrogen chloride), O (water). Yields the product N[C@H]1CCC(N(C1)C1=NC(=CC=C1)N1N=CC=2C=NC(=CC21)C2=NC(=CN=C2)C)=O ((5S)-5-amino-1-[6-[6-(6-methylpyrazin-2-yl)pyrazolo[4,3-c]pyridin-1-yl]-2-pyridyl]piperidin-2-one). Yield: 18.3%. As a reaction SMILES: [CH3:1][C:2]1[N:7]=[C:6]([C:8]2[N:13]=[CH:12][C:11]3[CH:14]=[N:15][N:16]([C:17]4[N:22]=[C:21]([N:23]5[C:28](=[O:29])[CH2:27][CH2:26][C@H:25]([NH:30]C(=O)OC(C)(C)C)[CH2:24]5)[CH:20]=[CH:19][CH:18]=4)[C:10]=3[CH:9]=2)[CH:5]=[N:4][CH:3]=1.O1CCOCC1>Cl.O>[NH2:30][C@@H:25]1[CH2:24][N:23]([C:21]2[CH:20]=[CH:19][CH:18]=[C:17]([N:16]3[C:10]4[CH:9]=[C:8]([C:6]5[CH:5]=[N:4][CH:3]=[C:2]([CH3:1])[N:7]=5)[N:13]=[CH:12][C:11]=4[CH:14]=[N:15]3)[N:22]=2)[C:28](=[O:29])[CH2:27][CH2:26]1. Reported procedure: A solution of tert-butyl N-[(3S)-1-[6-[6-(6-methylpyrazin-2-yl)pyrazolo[4,3-c]pyridin-1-yl]-2-pyridyl]-6-oxo-3-piperidyl]carbamate (45 mg, 0.15 mmol) in hydrogen chloride (4 mol/l) in 1,4-dioxane (2.0 ml, 8.0 mmol) and 1,4-dioxane 2.0 mL was stirred at RT 18 h. The reaction was diluted with water then wash with EtOAc. The aqueous layer was basified with 1M NaOH to pH 10 and extracted with EtOAc. The organic layers was dried with sodium sulfate, filtered, and concentrated in vacuum. The crude pro... Reactants: C(C=C)(=O)Cl (acryloyl chloride), C(CCC)NCCCC (di-(n-butyl)amine). The solvent is C1(=CC=CC=C1)C (toluene), C1(=CC=CC=C1)C (toluene). Run at temperature 25 celsius. Product: C(CCC)N(C(C=C)=O)CCCC (N,N-di-(n-butyl) Acrylamide). RXN SMILES: [CH2:1]([NH:5][CH2:6][CH2:7][CH2:8][CH3:9])[CH2:2][CH2:3][CH3:4].[C:10](Cl)(=[O:13])[CH:11]=[CH2:12]>C1(C)C=CC=CC=1>[CH2:1]([N:5]([CH2:6][CH2:7][CH2:8][CH3:9])[C:10](=[O:13])[CH:11]=[CH2:12])[CH2:2][CH2:3][CH3:4]. Procedure: In a 2 liter 3-necked flask were combined 129 g (1 mol) di-(n-butyl)amine (Fisher Scientific) and 0.5 l dry toluene and cooled to 5° C. 46 g (0.5 mol) acryloyl chloride dissolved in 50 ml toluene were added slowly so the temperature remained below 10° C. After the addition the flask was warmed to 25° C. and the precipitate removed by filtration. 1 g DNPD was added, and after concentration on a rotary evaporator the product was distilled at 20 torr and 61°-63° C. Yield 77 g (84%). Starting materials: COC1=CC(NC1)=O (4-methoxy-3-pyrrolin-2-one), C(C)OC(CBr)=O (bromoacetic acid ethyl ester), [H-].[Na+] (sodium hydride). The solvent is C(C)#N (acetonitrile). Run at time 90 minute. The product is C(C)OC(CN1C(C=C(C1)OC)=O)=O (4-methoxy-3-pyrrolin-2-on-1-yl acetic acid ethyl ester). The yield is 98.4%. Reaction SMILES: [CH3:1][O:2][C:3]1[CH2:7][NH:6][C:5](=[O:8])[CH:4]=1.[CH2:9]([O:11][C:12](=[O:15])[CH2:13]Br)[CH3:10].[H-].[Na+]>C(#N)C>[CH2:9]([O:11][C:12](=[O:15])[CH2:13][N:6]1[CH2:7][C:3]([O:2][CH3:1])=[CH:4][C:5]1=[O:8])[CH3:10] |f:2.3|. Procedure details: 11.3 g (0.1 mol) of 4-methoxy-3-pyrrolin-2-one and 24.2 g (0.137 mol) of bromoacetic acid ethyl ester (95 percent) were suspended in 150.0 ml of acetonitrile. The suspension was mixed with 4.1 g (0.137 mol) of 80 percent sodium hydride at 0° C. Then the reaction solution was allowed to warm to room temperature, and was stirred for 90 minutes more. After evaporation of the solvent, the residue was suspended with 150.0 ml of ice water and extracted four times, each with 400.0 ml of methylene chlor... Reactants: CCN(CC)S(F)(F)F, ClCCl, CC1(C)OC(=O)c2ccccc2C1n1cncc1CCO. Yields the product CC1(C)OC(=O)c2ccccc2C1n1cncc1CCF. As a reaction SMILES: [CH2:22]([N:23]([S:24]([F:25])([F:26])[F:28])[CH2:27][CH3:29])[CH3:30].[Cl:31][CH2:32][Cl:33].[OH:1][CH2:2][CH2:3][c:4]1[cH:5][n:6][cH:7][n:8]1[CH:9]1[C:10]([CH3:20])([CH3:21])[O:11][C:12](=[O:19])[c:13]2[cH:14][cH:15][cH:16][cH:17][c:18]21>>[CH2:2]([CH2:3][c:4]1[cH:5][n:6][cH:7][n:8]1[CH:9]1[C:10]([CH3:20])([CH3:21])[O:11][C:12](=[O:19])[c:13]2[cH:14][cH:15][cH:16][cH:17][c:18]21)[F:28]. Reactants: C1(=CC=CC=C1)C1N(O1)S(=O)(=O)C1=CC=CC=C1 (3-phenyl-2-(phenylsulfonyl)-1,2-oxaziridine), C[Si](C)(C)[N-][Si](C)(C)C.[K+].C1CCOC1 (KHMDS THF), C(C=C)OC1(CCN(CC1)C1=C(C(=NC=2N1N=C(C2)C2=CC(=CC=C2)Br)C)CC(=O)OCC)C (ethyl 2-(7-(4-(allyloxy)-4-methylpiperidin-1-yl)-2-(3-bromophenyl)-5-methylpyrazolo[1,5-a]pyrimidin-6-yl)acetate). The solvent is C1CCOC1 (THF), C1CCOC1 (THF), C1CCOC1 (THF). Reaction conditions: temperature -78 celsius, time 30 minute. Product: C(C=C)OC1(CCN(CC1)C1=C(C(=NC=2N1N=C(C2)C2=CC(=CC=C2)Br)C)C(C(=O)OCC)O)C (ethyl 2-(7-(4-(allyloxy)-4-methylpiperidin-1-yl)-2-(3-bromophenyl)-5-methylpyrazolo[1,5-a]pyrimidin-6-yl)-2-hydroxyacetate). Yield: 82.6%. Reaction SMILES: C[Si]([N-][Si](C)(C)C)(C)C.[K+].C1C[O:14]CC1.[CH2:16]([O:19][C:20]1([CH3:49])[CH2:25][CH2:24][N:23]([C:26]2[N:31]3[N:32]=[C:33]([C:35]4[CH:40]=[CH:39][CH:38]=[C:37]([Br:41])[CH:36]=4)[CH:34]=[C:30]3[N:29]=[C:28]([CH3:42])[C:27]=2[CH2:43][C:44]([O:46][CH2:47][CH3:48])=[O:45])[CH2:22][CH2:21]1)[CH:17]=[CH2:18].C1(C2ON2S(C2C=CC=CC=2)(=O)=O)C=CC=CC=1>C1COCC1>[CH2:16]([O:19][C:20]1([CH3:49])[CH2:25][CH2:24][N:23]([C:26]2[N:31]3[N:32]=[C:33]([C:35]4[CH:40]=[CH:39][CH:38]=[C:37]([Br:41])[CH:36]=4)[CH:34]=[C:30]3[N:29]=[C:28]([CH3:42])[C:27]=2[CH:43]([OH:14])[C:44]([O:46][CH2:47][CH3:48])=[O:45])[CH2:22][CH2:21]1)[CH:17]=[CH2:18] |f:0.1.2|. Reported procedure: To a stirred solution of 1M KHMDS/THF (49.3 mL, 49.3 mmol) in THF (150 mL) at −78° C. was added dropwise a THF (100 mL) solution of ethyl 2-(7-(4-(allyloxy)-4-methylpiperidin-1-yl)-2-(3-bromophenyl)-5-methylpyrazolo[1,5-a]pyrimidin-6-yl)acetate (20 g, 37.9 mmol) over 5 min. After 30 min, a THF (100 mL) solution of 3-phenyl-2-(phenylsulfonyl)-1,2-oxaziridine (12.88 g, 49.3 mmol) was added and stirred for additional 30 min at −78° C. Then, the resulting dark reaction mixture was quenched with sat.... The yield is 71.0%. Starting materials: C(C(C)C)(=O)C1=CNC2=C(C=CC=C2C1=O)OC (3-Isobutyryl-8-methoxy-4(1H)-quinolone), P(=O)(Cl)(Cl)Cl (phosphorus oxychloride). Reaction SMILES: [C:1]([C:6]1[C:15](=O)[C:14]2[C:9](=[C:10]([O:17][CH3:18])[CH:11]=[CH:12][CH:13]=2)[NH:8][CH:7]=1)(=[O:5])[CH:2]([CH3:4])[CH3:3].P(Cl)(Cl)([Cl:21])=O>C(Cl)(Cl)Cl>[Cl:21][C:15]1[C:14]2[C:9](=[C:10]([O:17][CH3:18])[CH:11]=[CH:12][CH:13]=2)[N:8]=[CH:7][C:6]=1[C:1](=[O:5])[CH:2]([CH3:4])[CH3:3]. The product is ClC1=C(C=NC2=C(C=CC=C12)OC)C(C(C)C)=O (4-chloro-3-isobutyryl-8-methoxyquinoline). Solvent: C(Cl)(Cl)Cl (chloroform). Procedure: 3-Isobutyryl-8-methoxy-4(1H)-quinolone (8.31 g, 0.034 mol) was heated under reflux in a mixture of phosphorus oxychloride (20 ml) and chloroform (30 ml) for 30 minutes. The mixture was evaporated and the residue was partitioned between dichloromethane and sodium hydrogen carbonate solution. The organic solution was washed with sodium hydrogen carbonate solution, water and brine, dried, filtered and evaporated to give 4-chloro-3-isobutyryl-8-methoxyquinoline as a brown oil (6.4 g, 71%). Reactants: COC(=O)C1=NN(C=N1)[C@@H]1[C@@H](OC(C)=O)[C@@H](OC(C)=O)[C@@H](O1)COC(C)=O (Methyl-1-(2,3,5-tri-O-acetyl-β-L-ribofuranosyl)-1,2,4-triazole-3-carboxylate), steel, N (ammonia), steel, steel. Reaction conditions: time 18 hour. The product is [C@@H]1([C@H](O)[C@H](O)[C@H](O1)CO)N1N=C(N=C1)C(=O)N (1-β-Ribofuranosyl-1,2,4-triazole-3-carboamide). RXN SMILES: C[O:2][C:3]([C:5]1[N:9]=[CH:8][N:7]([C@H:10]2[O:22][C@@H:21]([CH2:23][O:24]C(=O)C)[C@H:16]([O:17]C(=O)C)[C@@H:11]2[O:12]C(=O)C)[N:6]=1)=O.[NH3:28]>>[C@@H:10]1([N:7]2[CH:8]=[N:9][C:5]([C:3]([NH2:28])=[O:2])=[N:6]2)[O:22][C@H:21]([CH2:23][OH:24])[C@@H:16]([OH:17])[C@H:11]1[OH:12]. Reported procedure: Methyl-1-(2,3,5-tri-O-acetyl-β-L-ribofuranosyl)-1,2,4-triazole-3-carboxylate (62 g, 161 mmol) was placed in a steel bomb and treated with freshly prepared methanolic ammonia (350 ml, prepared by passing dry HCL gas into dry methanol at 0° C. until saturation) at 0° C. The steel bomb was closed and stirred at room temperature for 18 h. The steel bomb was then cooled to 0° C., opened and the content evaporated to dryness. The residue was treated with dry ethanol (100 ml) and evaporated to dryness.... Starting materials: N[C@@H]1C(N2[C@@H](SCC1)CCCC2)=O ((4S,10aS)-4-Aminohexahydro-2H-pyrido[2,1-b][1,3]thiazepin-5(7H)-one), FC(C(=O)O)(F)F.N[C@@H](CCCCO)C ((R)-5-aminohexan-1-ol trifluoroacetate). The product is N[C@@H]1C(N2[C@@H](SCC1)CCC[C@H]2C)=O ((4S,7R,10aS)-4-Amino-7-methylhexahydro-2H-pyrido[2,1-b][1,3]thiazepin-5(7H)-one). As a reaction SMILES: [NH2:1][C@H:2]1[CH2:8][CH2:7][S:6][C@H:5]2[CH2:9][CH2:10][CH2:11][CH2:12][N:4]2[C:3]1=[O:13].F[C:15](F)(F)C(O)=O.N[C@H](C)CCCCO>>[NH2:1][C@H:2]1[CH2:8][CH2:7][S:6][C@H:5]2[CH2:9][CH2:10][CH2:11][C@@H:12]([CH3:15])[N:4]2[C:3]1=[O:13] |f:1.2|. Procedure details: (4S,7R,10aS)-4-Amino-7-methylhexahydro-2H-pyrido[2,1-b][1,3]thiazepin-5(7H)-one (135 mg, 0.599 mmol) was synthesized as described for the preparation of Intermediate 40 using (R)-5-aminohexan-1-ol trifluoroacetate in step A. Anal. Calcd. for C10H18N2O5 m/z 214.3. found: 215.1 (M+H)+; 1H NMR (400 MHz, CDCl3) δ ppm 5.40-5.28 (m, 1H), 4.70-4.55 (m, 1H), 4.00 (ddd, J=14.7, 9.6, 5.2 Hz, 1H), 2.98-2.83 (m, 1H), 2.71-2.56 (m, 1H), 2.29-2.13 (m, 1H), 2.03-1.45 (m, 7H), 1.57-1.45 (m, 1H), 1.39-1.31 (m, 1...